Dataset: the Open Reaction Database (ORD), a public repository of structured organic reaction records. Task: describe an organic reaction: reactants, conditions, products, and yield Reactants: C(=O)(N1C=NC=C1)N1C=NC=C1 (1,1′-carbonyldiimidazole), OC(C#N)(C)C (2-hydroxy-2-methylpropanenitrile), O (Water). The solvent is C(Cl)Cl (DCM). Conditions: time 8 hour. Yields the product N1(C=NC=C1)C(=O)OC(C)(C)C#N (1-Cyano-1-methylethyl 1H-Imidazole-1-carboxlate). The yield is 48.6%. Reaction SMILES: [C:1](N1C=CN=C1)([N:3]1[CH:7]=[CH:6][N:5]=[CH:4]1)=[O:2].[OH:13][C:14]([CH3:18])([CH3:17])[C:15]#[N:16].O>C(Cl)Cl>[N:3]1([C:1]([O:13][C:14]([C:15]#[N:16])([CH3:18])[CH3:17])=[O:2])[CH:7]=[CH:6][N:5]=[CH:4]1. Procedure details: A mixture of 1,1′-carbonyldiimidazole (5 g, 31 mmol) and 2-hydroxy-2-methylpropanenitrile (2.6 g, 31 mmol) in DCM was stirred at rt overnight. Water was added and the organic layer was separated, dried (Na2SO4) and concentrated in vacuo. The resulting residue was purified by chromatography on silica gel, eluting with ethyl acetate, to give 2.7 g (50%) of the title compound. Reactants: BrC=1C=C(C(=O)Cl)C=CC1 (3-bromo-benzoyl chloride), C(C)(C)N (isopropylamine). Solvent: C(Cl)Cl (DCM). Conditions: time 24 hour. Yields the product BrC=1C=C(C(=O)NC(C)C)C=CC1 (3-Bromo-N-isopropyl-benzamide). As a reaction SMILES: [Br:1][C:2]1[CH:3]=[C:4]([CH:8]=[CH:9][CH:10]=1)[C:5](Cl)=[O:6].[CH:11]([NH2:14])([CH3:13])[CH3:12]>C(Cl)Cl>[Br:1][C:2]1[CH:3]=[C:4]([CH:8]=[CH:9][CH:10]=1)[C:5]([NH:14][CH:11]([CH3:13])[CH3:12])=[O:6]. Procedure: A solution of 3-bromo-benzoyl chloride (0.83 g, 3.8 mmol) in DCM (40 mL) was chilled to zero degrees and treated with isopropylamine (0.96 mL, 11.32 mmol). Reaction was allowed to come to room temperature and stir for 24 h. Mixture was then poured onto water and washed once. Organic phase then washed with brine, dried over sodium sulfate, filtered and evaporated to white solids (0.6 g, 66%).